This data is from the Open Reaction Database (ORD), a public repository of structured organic reaction records. The task is: describe an organic reaction: reactants, conditions, products, and yield Procedure: 6.8 g (0.03 mol) of 1,4-dibromo-2-methyl-2-butene are dissolved in 15 cc of isobutanol and 2.9 g (0.03 mol) of sodium isobutylate in 50 cc of isobutanol are added at 0°. After stirring at 0° for 2 hours the mixture is stirred at 20°-25° for 16 hours. The mixture is filtered and the filtrate is evaporated at reduced pressure. The residue is dissolved in ether, washed with saturated salt solution and dried with sodium sulphate. The ether is evaporated and the residue is distilled at 13 mm. The pro... Reaction SMILES: [Br:1][CH2:2][C:3]([CH3:7])=[CH:4][CH2:5]Br.[CH2:8]([OH:12])[CH:9]([CH3:11])[CH3:10]>>[Br:1][CH2:2][C:3]([CH3:7])=[CH:4][CH2:5][O:12][CH2:8][CH:9]([CH3:11])[CH3:10]. Yields the product BrCC(=CCOCC(C)C)C (1-Bromo-4-isobutoxy-2-methyl-2-butene). Starting materials: BrCC(=CCBr)C (1,4-dibromo-2-methyl-2-butene), C(C(C)C)O (isobutanol), sodium isobutylate, C(C(C)C)O (isobutanol). Run at time 2 hour. Reactants: COC(=O)C(Br)CC1CCCC1, CN(c1ccccc1)c1cn[nH]c(=O)c1, [H-], [Na+], C1CCOC1. Product: COC(=O)C(CC1CCCC1)n1ncc(N(C)c2ccccc2)cc1=O. Reaction SMILES: [CH3:18][O:19][C:20]([CH:21]([CH2:22][CH:23]1[CH2:24][CH2:25][CH2:26][CH2:27]1)[Br:28])=[O:29].[CH3:1][N:2]([c:3]1[cH:4][c:5](=[O:9])[nH:6][n:7][cH:8]1)[c:10]1[cH:11][cH:12][cH:13][cH:14][cH:15]1.[H-:16].[Na+:17].[O:30]1[CH2:31][CH2:32][CH2:33][CH2:34]1>>[CH3:1][N:2]([c:3]1[cH:4][c:5](=[O:9])[n:6]([CH:21]([C:20]([O:19][CH3:18])=[O:29])[CH2:22][CH:23]2[CH2:24][CH2:25][CH2:26][CH2:27]2)[n:7][cH:8]1)[c:10]1[cH:11][cH:12][cH:13][cH:14][cH:15]1. Reactants: C1CCOC1, CCCCc1oc2ccccc2c1C(=O)Nc1ccc(-c2ccc(OC(C)C(=O)[O-])cc2)cc1, Cl, [Na+], [OH-], O. Product: CCCCc1oc2ccccc2c1C(=O)Nc1ccc(-c2ccc(OCC(=O)O)cc2)cc1. RXN SMILES: [CH2:39]1[O:40][CH2:41][CH2:42][CH2:43]1.[CH3:3][CH:4]([C:5](=[O:6])[O-:7])[O:8][c:9]1[cH:10][cH:11][c:12](-[c:15]2[cH:16][cH:17][c:18]([NH:21][C:22](=[O:23])[c:24]3[c:25]([CH2:33][CH2:34][CH2:35][CH3:36])[o:26][c:27]4[c:28]3[cH:29][cH:30][cH:31][cH:32]4)[cH:19][cH:20]2)[cH:13][cH:14]1.[ClH:38].[Na+:2].[OH-:1].[OH2:37]>>[CH2:4]([C:5](=[O:6])[OH:7])[O:8][c:9]1[cH:10][cH:11][c:12](-[c:15]2[cH:16][cH:17][c:18]([NH:21][C:22](=[O:23])[c:24]3[c:25]([CH2:33][CH2:34][CH2:35][CH3:36])[o:26][c:27]4[c:28]3[cH:29][cH:30][cH:31][cH:32]4)[cH:19][cH:20]2)[cH:13][cH:14]1. Product: O=C1CCC(N2Cc3c(OCc4ccc(OCCN5CCOCC5)cc4)cccc3C2=O)C(=O)N1. RXN SMILES: [CH2:49]1[O:50][CH2:51][CH2:52][CH2:53]1.[CH2:7]1[O:8][CH2:9][CH2:10][CH2:11]1.[CH3:1][C:2]([CH3:3])([O-:4])[CH3:5].[CH3:54][OH:55].[Cl:56][CH2:57][Cl:58].[K+:6].[NH2:12][C:13]([CH:14]([CH2:15][CH2:16][C:17]([O:19][CH3:18])=[O:20])[N:21]1[C:22](=[O:47])[c:23]2[cH:24][cH:25][cH:26][c:27]([O:30][CH2:31][c:32]3[cH:33][cH:34][c:35]([O:38][CH2:39][CH2:40][N:41]4[CH2:42][CH2:43][O:44][CH2:45][CH2:46]4)[cH:36][cH:37]3)[c:28]2[CH2:29]1)=[O:48]>>[NH:12]1[C:13](=[O:48])[CH:14]([N:21]2[C:22](=[O:47])[c:23]3[cH:24][cH:25][cH:26][c:27]([O:30][CH2:31][c:32]4[cH:33][cH:34][c:35]([O:38][CH2:39][CH2:40][N:41]5[CH2:42][CH2:43][O:44][CH2:45][CH2:46]5)[cH:36][cH:37]4)[c:28]3[CH2:29]2)[CH2:15][CH2:16][C:17]1=[O:19]. Starting materials: C1CCOC1, C1CCOC1, CC(C)(C)[O-], CO, ClCCl, [K+], COC(=O)CCC(C(N)=O)N1Cc2c(OCc3ccc(OCCN4CCOCC4)cc3)cccc2C1=O. Starting materials: CC(=O)Cl, CCN(C(C)C)C(C)C, COc1cc(OCC2CCCN2)c2c(Nc3ccc(F)c(Cl)c3)ncnc2c1, ClCCl. Product: COc1cc(OCC2CCCN2C(C)=O)c2c(Nc3ccc(F)c(Cl)c3)ncnc2c1. Reaction SMILES: [CH3:10][C:11]([Cl:12])=[O:13].[CH:1]([N:2]([CH2:3][CH3:4])[CH:5]([CH3:6])[CH3:7])([CH3:8])[CH3:9].[Cl:14][c:15]1[cH:16][c:17]([NH:22][c:23]2[n:24][cH:25][n:26][c:27]3[cH:28][c:29]([O:40][CH3:41])[cH:30][c:31]([O:33][CH2:34][CH:35]4[NH:36][CH2:37][CH2:38][CH2:39]4)[c:32]23)[cH:18][cH:19][c:20]1[F:21].[Cl:42][CH2:43][Cl:44]>>[CH3:10][C:11](=[O:13])[N:36]1[CH:35]([CH2:34][O:33][c:31]2[cH:30][c:29]([O:40][CH3:41])[cH:28][c:27]3[n:26][cH:25][n:24][c:23]([NH:22][c:17]4[cH:16][c:15]([Cl:14])[c:20]([F:21])[cH:19][cH:18]4)[c:32]32)[CH2:39][CH2:38][CH2:37]1.